This data is from the Open Reaction Database (ORD), a public repository of structured organic reaction records. The task is: describe an organic reaction: reactants, conditions, products, and yield The reactants are Cl (HCl), C(C)(C)(C)OC(NCC1=C(C=CC(=C1)Cl)OCC=1NCCN1)=O ([5-chloro-2-(4,5-dihydro-1H-imidazol-2-ylmethoxy)benzyl]-carbamic acid tert-butyl ester). Solvent: CCOCC (ether), CO (methanol). Conditions: time 8 hour. The product is ClC=1C=CC(=C(CN)C1)OCC=1NCCN1 (5-Chloro-2-(4,5-dihydro-1H-imidazol-2-ylmethoxy)-benzylamine). Yield: 73.7%. RXN SMILES: Cl.C(OC(=O)[NH:8][CH2:9][C:10]1[CH:15]=[C:14]([Cl:16])[CH:13]=[CH:12][C:11]=1[O:17][CH2:18][C:19]1[NH:20][CH2:21][CH2:22][N:23]=1)(C)(C)C>CCOCC.CO>[Cl:16][C:14]1[CH:13]=[CH:12][C:11]([O:17][CH2:18][C:19]2[NH:23][CH2:22][CH2:21][N:20]=2)=[C:10]([CH:15]=1)[CH2:9][NH2:8]. Reported procedure: A solution of 30% HCl in ether (0.5 mL) was added to a solution of [5-chloro-2-(4,5-dihydro-1H-imidazol-2-ylmethoxy)benzyl]-carbamic acid tert-butyl ester (146 mg, 0.43 mmol) in methanol (5 mL). After stirring overnight, the mixture was concentrated and triturated from ether, filtered, washed with ether and dried to afford 76 mg of the title compound as a colorless solid. 1H NMR (400 MHz, CD3OD) δ 7.4 (m, 2H); 7.04 (m, 1H); 4.91 (s, 2H); 4.12 (s, 2H); 4.00 (s, 2H); 3.79 (s, 2H). Starting materials: ice water, CSC1=NC(=NN1)NC(=O)NS(=O)(=O)C1=C(C(=O)OC)C=CC=C1 (methyl 2-[(5-methylthio-1H-1,2,4-triazol-3-yl)aminocarbonyl]aminosulfonylbenzoate), C([O-])([O-])=O.[K+].[K+] (potassium carbonate), C(C)I (ethyl iodine), C(C)(=O)O (acetic acid). The solvent is C(C)#N (acetonitrile), CC(=O)C (acetone). Conditions: time 3 day. Yields the product C(C)N1N=C(N=C1SC)NC(=O)NS(=O)(=O)C1=C(C(=O)OC)C=CC=C1 (2-[[(1-Ethyl-5-methylthio-1H-1,2,4-triazol-3-yl)aminocarbonyl]aminosulfonyl]benzoic acid, methyl ester). RXN SMILES: [CH3:1][S:2][C:3]1[NH:7][N:6]=[C:5]([NH:8][C:9]([NH:11][S:12]([C:15]2[CH:24]=[CH:23][CH:22]=[CH:21][C:16]=2[C:17]([O:19][CH3:20])=[O:18])(=[O:14])=[O:13])=[O:10])[N:4]=1.C(=O)([O-])[O-].[K+].[K+].[CH2:31](I)[CH3:32].C(O)(=O)C>CC(C)=O.C(#N)C>[CH2:31]([N:7]1[C:3]([S:2][CH3:1])=[N:4][C:5]([NH:8][C:9]([NH:11][S:12]([C:15]2[CH:24]=[CH:23][CH:22]=[CH:21][C:16]=2[C:17]([O:19][CH3:20])=[O:18])(=[O:14])=[O:13])=[O:10])=[N:6]1)[CH3:32] |f:1.2.3|. Reported procedure: To a stirred mixture of 1.0 gram (0.0027 mole) of methyl 2-[(5-methylthio-1H-1,2,4-triazol-3-yl)aminocarbonyl]aminosulfonylbenzoate and 0.7 grams of potassium carbonate in 30 ml of acetone at room temperature, 0.8 ml of ethyl iodine was added by way of syringe and the resulting white suspension stirred 3 days. The mixture was poured into 250 ml of ice water and acidified to pH 3-4 with glacial acetic acid. The aqueous acidic mixture was extracted with 1:1 mixture of ethyl ether/ethyl acetate and... Yields the product COC=1C=C(C(=O)OC)C=C(C1OCC1=CC=CC=C1)OC (methyl 3,5-dimethoxy-4-benzyloxybenzoate). Conditions: time 4 hour. RXN SMILES: [C:1]([O:14][CH3:15])(=[O:13])[C:2]1[CH:12]=[C:9]([O:10][CH3:11])[C:7]([OH:8])=[C:4]([O:5][CH3:6])[CH:3]=1.C(=O)([O-])[O-].[K+].[K+].[I-].[Na+].[CH2:24](Cl)[C:25]1[CH:30]=[CH:29][CH:28]=[CH:27][CH:26]=1>C(O)C>[CH3:11][O:10][C:9]1[CH:12]=[C:2]([CH:3]=[C:4]([O:5][CH3:6])[C:7]=1[O:8][CH2:24][C:25]1[CH:30]=[CH:29][CH:28]=[CH:27][CH:26]=1)[C:1]([O:14][CH3:15])=[O:13] |f:1.2.3,4.5|. Yield: 63.0%. Solvent: C(C)O (ethanol). The reactants are alcohol, C(C1=CC(OC)=C(O)C(OC)=C1)(=O)OC (methyl syringate), C(C1=CC=CC=C1)Cl (benzyl chloride), C([O-])([O-])=O.[K+].[K+] (potassium carbonate), [I-].[Na+] (sodium iodide), ice water. Reported procedure: A mixture of 21.2 g. of methyl syringate, 15 g. of potassium carbonate, 1 g. of sodium iodide, 70 ml. of 95% ethanol (5% methanol), and 14 g. of benzyl chloride was heated at reflux with stirring for 4 hours. The alcohol was stripped off, ice water added, and the mixture extracted with ether. The ether exxtract was washed with water and the ether stripped off. Benzene was added and stripped to remove traces of water. The residual oil was dissolved in isopropanol, charcoal added, and the mixture ... Reactants: N#Cc1ccc(N)cc1-c1ccc(F)cc1, N#Cc1ccc(N=C=O)c2c1CCCC2, N#Cc1ccc(N2C(=O)C3C(O)CCN3C2=O)c2c1CCCC2. Product: N#Cc1ccc(N2C(=O)C3C(O)CCN3C2=O)cc1-c1ccc(F)cc1. RXN SMILES: [C:1](#[N:2])[c:3]1[c:4](-[c:10]2[cH:11][cH:12][c:13]([F:16])[cH:14][cH:15]2)[cH:5][c:6]([NH2:7])[cH:8][cH:9]1.[N:17]([c:18]1[c:19]2[c:24]([c:25]([C:26]#[N:27])[cH:28][cH:29]1)[CH2:23][CH2:22][CH2:21][CH2:20]2)=[C:30]=[O:31].[OH:32][CH:33]1[CH2:34][CH2:35][N:36]2[C:37](=[O:54])[N:38]([c:42]3[c:43]4[c:48]([c:49]([C:50]#[N:51])[cH:52][cH:53]3)[CH2:47][CH2:46][CH2:45][CH2:44]4)[C:39](=[O:41])[CH:40]12>>[C:1](#[N:2])[c:3]1[c:4](-[c:10]2[cH:11][cH:12][c:13]([F:16])[cH:14][cH:15]2)[cH:5][c:6]([N:7]2[C:37](=[O:54])[N:36]3[CH2:35][CH2:34][CH:33]([OH:32])[CH:40]3[C:39]2=[O:41])[cH:8][cH:9]1. Starting materials: N1(C=NC=C1)C/C=C/CN ((E)-4-(1H-imidazol-1-yl)-2-butenamine), I.CSC1=NC2=CC=CC=3C2=C1C=CC3 (2-(methylthio)benz[cd]indole hydroiodide). The solvent is C(C)O (ethanol). Run at temperature -10 celsius. Yields the product I.N1(C=NC=C1)C/C=C/CNC1=NC2=CC=CC=3C2=C1C=CC3 ((E)-N-[4-(1H-Imidazol-1-yl)-2-butenyl]benz[cd]indol-2-amine, monohydroiodide). Isolated yield 63.6%. RXN SMILES: [N:1]1([CH2:6]/[CH:7]=[CH:8]/[CH2:9][NH2:10])[CH:5]=[CH:4][N:3]=[CH:2]1.[IH:11].CS[C:14]1[C:22]2[CH:23]=[CH:24][CH:25]=[C:20]3[C:21]=2[C:16](=[CH:17][CH:18]=[CH:19]3)[N:15]=1>C(O)C>[IH:11].[N:1]1([CH2:6]/[CH:7]=[CH:8]/[CH2:9][NH:10][C:14]2[C:22]3[CH:23]=[CH:24][CH:25]=[C:20]4[C:21]=3[C:16](=[CH:17][CH:18]=[CH:19]4)[N:15]=2)[CH:5]=[CH:4][N:3]=[CH:2]1 |f:1.2,4.5|. Reported procedure: A mixture of 5.0 g of (E)-4-(1H-imidazol-1-yl)-2-butenamine, 11.5 g of 2-(methylthio)benz[cd]indole hydroiodide and 400 ml of ethanol was stirred and heated at reflux for 16 hours, then clarified while hot. The filtrate was concentrated to 250 ml, cooled to -10° C. and the resulting solid collected, washed with ethanol, ether and dried at 60° C. in vacuo, giving 9.3 g of the desired product, mp 152°-155° C. (dec.).